Dataset: the Open Reaction Database (ORD), a public repository of structured organic reaction records. Task: describe an organic reaction: reactants, conditions, products, and yield RXN SMILES: [Br:1][C:2]1[C:11]([F:12])=[CH:10][C:5]([C:6](OC)=[O:7])=[C:4]([Cl:13])[CH:3]=1.CO.[BH4-].[Li+].[OH-].[Na+]>O1CCCC1>[Br:1][C:2]1[C:11]([F:12])=[CH:10][C:5]([CH2:6][OH:7])=[C:4]([Cl:13])[CH:3]=1 |f:2.3,4.5|. Solvent: O1CCCC1 (tetrahydrofuran). The reactants are BrC1=CC(=C(C(=O)OC)C=C1F)Cl (methyl 4-bromo-2-chloro-5-fluorobenzoate), CO (methanol), [OH-].[Na+] (sodium hydroxide), [BH4-].[Li+] (lithium borohydride). The product is BrC1=CC(=C(C=C1F)CO)Cl ((4-bromo-2-chloro-5-fluorophenyl)methanol). Reported procedure: To a solution of methyl 4-bromo-2-chloro-5-fluorobenzoate (18.00 g, 67.28 mmol) in tetrahydrofuran (100 mL) was added methanol (3.0 mL, 74.15 mmol), followed by the addition of lithium borohydride solution (4.0 M in tetrahydrofuran, 33.7 mL, 134.80 mmol) at 0° C. over 30 min. The reaction mixture was stirred for further 10 min at 0° C., and then at ambient temperature for 20 h; 5% sodium hydroxide solution (100 mL) was added to the reaction mixture slowly at 0° C. After stirring for 30 min. the ... Reaction conditions: temperature 0 celsius, time 10 minute. Yield: 99.3%. Reactants: CN1S(C2=C(N(C=3C=CC=CC23)C)C(=C1C(=O)OCCCC)O)(=O)=O (n-butyl 2,5-dihydro-2,5-dimethyl-4-hydroxy-1,2-thiazino[5,6-b]indole-3-carboxylate-1,1-dioxide), FC1=CC=C(N)C=C1 (4-fluoro-aniline). Run in C=1(C(=CC=CC1)C)C (xylene). The product is CN1S(C2=C(N(C=3C=CC=CC23)C)C(=C1C(=O)NC1=CC=C(C=C1)F)O)(=O)=O (2,5-Dihydro-2,5-dimethyl-N-(4-fluoro-phenyl)-4-hydroxy-1,2-thiazino[5,6-b]indole-3-carboxamide-1,1-dioxide). The yield is 68.0%. RXN SMILES: [CH3:1][N:2]1[C:15]([C:16](OCCCC)=[O:17])=[C:14]([OH:23])[C:5]2[N:6]([CH3:13])[C:7]3[CH:8]=[CH:9][CH:10]=[CH:11][C:12]=3[C:4]=2[S:3]1(=[O:25])=[O:24].[F:26][C:27]1[CH:33]=[CH:32][C:30]([NH2:31])=[CH:29][CH:28]=1>C1(C)C(C)=CC=CC=1>[CH3:1][N:2]1[C:15]([C:16]([NH:31][C:30]2[CH:32]=[CH:33][C:27]([F:26])=[CH:28][CH:29]=2)=[O:17])=[C:14]([OH:23])[C:5]2[N:6]([CH3:13])[C:7]3[CH:8]=[CH:9][CH:10]=[CH:11][C:12]=3[C:4]=2[S:3]1(=[O:25])=[O:24]. Procedure: 2,5-Dihydro-2,5-dimethyl-N-(4-fluoro-phenyl)-4-hydroxy-1,2-thiazino[5,6-b]indole-3-carboxamide-1,1-dioxide was prepared analogous to Example 9 from n-butyl 2,5-dihydro-2,5-dimethyl-4-hydroxy-1,2-thiazino[5,6-b]indole-3-carboxylate-1,1-dioxide and 4-fluoro-aniline in xylene; M.p.: 271°-272° C. (decomp.); Yield: 68% of theory; The reactants are CCOC(=O)C(F)(F)Oc1ccc(F)cc1, C1CCOC1, CO, [Na+], [OH-], O. Yields the product O=C(O)C(F)(F)Oc1ccc(F)cc1. Reaction SMILES: [CH2:1]([CH3:2])[O:3][C:4]([C:5]([O:6][c:7]1[cH:8][cH:9][c:10]([F:13])[cH:11][cH:12]1)([F:14])[F:15])=[O:16].[CH2:21]1[O:22][CH2:23][CH2:24][CH2:25]1.[CH3:19][OH:20].[Na+:18].[OH-:17].[OH2:26]>>[O:3]=[C:4]([C:5]([O:6][c:7]1[cH:8][cH:9][c:10]([F:13])[cH:11][cH:12]1)([F:14])[F:15])[OH:16]. The reactants are CC1=C(N=C2C(C3=C(CCN12)C=CC=C3)OC3CCN(CC3)C)C3=CC=C(C(=O)N1CCC(CC1)=O)C=C3 (1-{4-[1-methyl-4-(1-methylpiperidin-4-yloxy)-9,10-dihydro-4H-3,10a-diaza-benzo[f]azulen-2-yl]-benzoyl}-piperidin-4-one), [BH4-].[Na+] (NaBH4), O (water). Run in CO (MeOH). Conditions: time 2 hour. The product is OC1CCN(CC1)C(=O)C1=CC=C(C=C1)C1=C(N2CCC3=C(C(C2=N1)OC1CCN(CC1)C)C=CC=C3)C ((4-hydroxypiperidin-1-yl)-{4-[1-methyl-4-(1-methylpiperidin-4-yloxy)-9,10-dihydro-4H-3,10a-diaza-benzo[f]azulen-2-yl]-phenyl}-methanone). As a reaction SMILES: [CH3:1][C:2]1[N:11]2[C:5]([CH:6]([O:16][CH:17]3[CH2:22][CH2:21][N:20]([CH3:23])[CH2:19][CH2:18]3)[C:7]3[CH:15]=[CH:14][CH:13]=[CH:12][C:8]=3[CH2:9][CH2:10]2)=[N:4][C:3]=1[C:24]1[CH:38]=[CH:37][C:27]([C:28]([N:30]2[CH2:35][CH2:34][C:33](=[O:36])[CH2:32][CH2:31]2)=[O:29])=[CH:26][CH:25]=1.[BH4-].[Na+].O>CO>[OH:36][CH:33]1[CH2:34][CH2:35][N:30]([C:28]([C:27]2[CH:26]=[CH:25][C:24]([C:3]3[N:4]=[C:5]4[N:11]([CH2:10][CH2:9][C:8]5[CH:12]=[CH:13][CH:14]=[CH:15][C:7]=5[CH:6]4[O:16][CH:17]4[CH2:18][CH2:19][N:20]([CH3:23])[CH2:21][CH2:22]4)[C:2]=3[CH3:1])=[CH:38][CH:37]=2)=[O:29])[CH2:31][CH2:32]1 |f:1.2|. Procedure details: To a solution of 1-{4-[1-methyl-4-(1-methylpiperidin-4-yloxy)-9,10-dihydro-4H-3,10a-diaza-benzo[f]azulen-2-yl]-benzoyl}-piperidin-4-one (example 218) (93.7 mg, 0.183 mmole) in MeOH (2 mL) is added portionwise NaBH4 (10.5 mg, 0.275 mmole). After 2 hours at room temperature, water is added and the aqueous phase is extracted with AcOEt. AcOEt phase is dried over MgSO4, filtered and the solvent is removed under reduced pressure. The residue is purified by silica gel chromatography eluting with (CH2C...